This data is from the Open Reaction Database (ORD), a public repository of structured organic reaction records. The task is: describe an organic reaction: reactants, conditions, products, and yield Reactants: CN(C)C=O, CCOC(C)=O, [N-]=[N+]=[N-], [Na+], CS(=O)(=O)OCC1CN(c2ccc(C3=CCSCC3)c(F)c2)C(=O)O1. Product: [N-]=[N+]=NCC1CN(c2ccc(C3=CCSCC3)c(F)c2)C(=O)O1. Reaction SMILES: [CH3:30][N:31]([CH3:32])[CH:33]=[O:34].[CH3:35][CH2:36][O:37][C:38](=[O:39])[CH3:40].[N-:27]=[N+:28]=[N-:29].[Na+:26].[S:1]1[CH2:2][CH2:3][C:4]([c:7]2[c:8]([F:25])[cH:9][c:10]([N:13]3[C:14](=[O:24])[O:15][CH:16]([CH2:18][O:19][S:20]([CH3:21])(=[O:22])=[O:23])[CH2:17]3)[cH:11][cH:12]2)=[CH:5][CH2:6]1>>[S:1]1[CH2:2][CH2:3][C:4]([c:7]2[c:8]([F:25])[cH:9][c:10]([N:13]3[C:14](=[O:24])[O:15][CH:16]([CH2:18][N:27]=[N+:28]=[N-:29])[CH2:17]3)[cH:11][cH:12]2)=[CH:5][CH2:6]1. The reactants are ClCC=1C=C(C(=O)Cl)C=CC1 (3-Chloromethylbenzoyl chloride), N1CCCCC1 (piperidine), O (Water). Solvent: C(C)N(CC)CC (triethylamine). Run at temperature 5 celsius, time 45 minute. The product is ClCC=1C=C(C(=O)N2CCCCC2)C=CC1 (1(3-chloromethylbenzoyl)piperidine). As a reaction SMILES: [Cl:1][CH2:2][C:3]1[CH:4]=[C:5]([CH:9]=[CH:10][CH:11]=1)[C:6](Cl)=[O:7].[NH:12]1[CH2:17][CH2:16][CH2:15][CH2:14][CH2:13]1.O>C(N(CC)CC)C>[Cl:1][CH2:2][C:3]1[CH:4]=[C:5]([CH:9]=[CH:10][CH:11]=1)[C:6]([N:12]1[CH2:17][CH2:16][CH2:15][CH2:14][CH2:13]1)=[O:7]. Procedure: 3-Chloromethylbenzoyl chloride (1.45 ml) was added to a solution of piperidine (1 ml) in triethylamine (2 ml) and the mixture was stirred under nitrogen at 5° C. for 45 min. Water was added, the product was extracted with dichloromethane and the extract was washed with water, dried over sodium sulphate and evaporated to give 1(3-chloromethylbenzoyl)piperidine (2.32 g) as an oil.